Dataset: the Open Reaction Database (ORD), a public repository of structured organic reaction records. Task: describe an organic reaction: reactants, conditions, products, and yield Starting materials: COC1=C(C(C(=O)O)=CC=C1)C(=O)O (3-methoxyphthalic acid), [H-].[Al+3].[Li+].[H-].[H-].[H-] (lithium aluminum hydride), O (water), [OH-].[Na+] (sodium hydroxide), O (water). Solvent: O1CCCC1 (tetrahydrofuran), CCOCC (ether). The product is COC1=C(C(=CC=C1)CO)CO (3-methoxy-o-xylene-α,α'-diol). The yield is 71.3%. RXN SMILES: [CH3:1][O:2][C:3]1[CH:11]=[CH:10][CH:9]=[C:5]([C:6](O)=[O:7])[C:4]=1[C:12](O)=[O:13].[H-].[Al+3].[Li+].[H-].[H-].[H-].O.[OH-].[Na+]>O1CCCC1.CCOCC>[CH3:1][O:2][C:3]1[CH:11]=[CH:10][CH:9]=[C:5]([CH2:6][OH:7])[C:4]=1[CH2:12][OH:13] |f:1.2.3.4.5.6,8.9|. Procedure: A solution of 3-methoxyphthalic acid (19.6 g, 0.1 mol) in 100 ml of tetrahydrofuran was added to 10 g (0.263 mol) of lithium aluminum hydride in 500 ml of anhydrous ether at a rate sufficient to maintain a constant reflux. The mixture was refluxed for 2 hours after the addition was completed. It was cooled and decomposed by the addition of 10 ml of water, 20 ml of 10% sodium hydroxide and 40 ml of water. The resulting solid was separated by filtration and washed with tetrahydrofuran. The combine...